This data is from the Open Reaction Database (ORD), a public repository of structured organic reaction records. The task is: describe an organic reaction: reactants, conditions, products, and yield Reactants: CCC(C=O)CC, C1CCOC1, [Li]CCCC, COc1ccc(Cn2cccn2)cc1. The product is CCC(CC)C(O)c1ccnn1Cc1ccc(OC)cc1. Reaction SMILES: [CH2:20]([CH3:21])[CH:22]([CH:23]=[O:24])[CH2:25][CH3:26].[CH2:27]1[O:28][CH2:29][CH2:30][CH2:31]1.[CH3:15][CH2:16][CH2:17][CH2:18][Li:19].[CH3:1][O:2][c:3]1[cH:4][cH:5][c:6]([CH2:7][n:8]2[n:9][cH:10][cH:11][cH:12]2)[cH:13][cH:14]1>>[CH3:1][O:2][c:3]1[cH:4][cH:5][c:6]([CH2:7][n:8]2[n:9][cH:10][cH:11][c:12]2[CH:23]([CH:22]([CH2:20][CH3:21])[CH2:25][CH3:26])[OH:24])[cH:13][cH:14]1. The reactants are ClC1=CN=C2C(=N1)C=C(S2)C(=O)OC (methyl 2-chlorothieno[3,2-b]pyrazine-6-carboxylate), [OH-].[Na+] (sodium hydroxide), C1CCOC1 (THF). Solvent: C(C)O (ethanol), C(CC(O)(C(=O)O)CC(=O)O)(=O)O (citric acid). Conditions: temperature 50 celsius, time 8 hour. Product: C(C)OC=1N=C2C(=NC1)SC(=C2)C(=O)O (2-ethoxythieno[2,3-b]pyrazine-6-carboxylic acid). The yield is 61.0%. RXN SMILES: Cl[C:2]1[N:7]=[C:6]2[CH:8]=[C:9]([C:11]([O:13]C)=[O:12])[S:10][C:5]2=[N:4][CH:3]=1.[OH-].[Na+].C1C[O:20][CH2:19][CH2:18]1>C(O)C.C(O)(=O)CC(CC(O)=O)(C(O)=O)O>[CH2:19]([O:20][C:2]1[N:7]=[C:6]2[CH:8]=[C:9]([C:11]([OH:13])=[O:12])[S:10][C:5]2=[N:4][CH:3]=1)[CH3:18] |f:1.2|. Procedure details: To a solution of methyl 2-chlorothieno[3,2-b]pyrazine-6-carboxylate 22 (100 mg, 0.437 mmol) in THF (1.8 mL) and ethanol (1.2 mL) was added 2N sodium hydroxide (1.09 mL, 2.19 mmol). The reaction was stirred overnight at 50° C. The reaction mixture was poured in citric acid solution and the resulting precipitate was collected, washed with water and dried to give crude 2-ethoxythieno[2,3-b]pyrazine-6-carboxylic acid (60 mg, 61%). (m/z)=225 (M+H)+.